describe an organic reaction: reactants, conditions, products, and yield From a dataset of the Open Reaction Database (ORD), a public repository of structured organic reaction records. Reactants: C(C)(C)OC(C)C (diisopropyl ether), [N+](=O)([O-])C1=C(C=CC=C1)N1CCN(CC1)CCCCN1C(NC(C2=CC=CC=C12)=O)=O (1-[4-{4-(2-nitrophenyl)piperazin-1-yl}butyl]-2,4(1H,3H)-quinazolinedione), [Sn](Cl)Cl (tin(II) chloride). Run in C(C)O (ethanol). Conditions: time 1 hour. Product: NC1=C(C=CC=C1)N1CCN(CC1)CCCCN1C(NC(C2=CC=CC=C12)=O)=O (1-[4-{4-(2-Aminophenyl)piperazin-1-yl)butyl]-2,4(1H,3H)-quinazolinedione). Isolated yield 37.1%. Reaction SMILES: [N+:1]([C:4]1[CH:9]=[CH:8][CH:7]=[CH:6][C:5]=1[N:10]1[CH2:15][CH2:14][N:13]([CH2:16][CH2:17][CH2:18][CH2:19][N:20]2[C:29]3[C:24](=[CH:25][CH:26]=[CH:27][CH:28]=3)[C:23](=[O:30])[NH:22][C:21]2=[O:31])[CH2:12][CH2:11]1)([O-])=O.[Sn](Cl)Cl.C(OC(C)C)(C)C>C(O)C>[NH2:1][C:4]1[CH:9]=[CH:8][CH:7]=[CH:6][C:5]=1[N:10]1[CH2:15][CH2:14][N:13]([CH2:16][CH2:17][CH2:18][CH2:19][N:20]2[C:29]3[C:24](=[CH:25][CH:26]=[CH:27][CH:28]=3)[C:23](=[O:30])[NH:22][C:21]2=[O:31])[CH2:12][CH2:11]1. Procedure: To a solution of 1-[4-{4-(2-nitrophenyl)piperazin-1-yl}butyl]-2,4(1H,3H)-quinazolinedione (90 mg) in ethanol (8 ml) was added tin(II) chloride (159 mg) at 80° C. After stirring for 1 hour at the same temperature, the reaction mixture was quenched with ice and saturated aqueous sodium bicarbonate, and extracted with chloroform. The organic extract was washed with saturated aqueous sodium bicarbonate, dried over magnesium sulfate, and evaporated to give an amorphous. 1-[4-{4-(2-Aminophenyl)piperaz... Starting materials: [Cl-].[Al+3].[Cl-].[Cl-] (aluminum chloride), C(C1=CC=CC=C1)(=O)Cl (benzoyl chloride), BrC1=C(C=CC=C1)OCCC (1-bromo-2-propoxybenzene). The solvent is ClCCl (dichloromethane). Run at temperature 0 celsius, time 2 hour. Product: C(C1=CC=CC=C1)(=O)C1=CC=CC=C1 (benzophenone). As a reaction SMILES: Br[C:2]1[CH:7]=[CH:6][CH:5]=[CH:4][C:3]=1OCCC.[Cl-].[Al+3].[Cl-].[Cl-].[C:16](Cl)(=[O:23])[C:17]1[CH:22]=[CH:21][CH:20]=[CH:19][CH:18]=1>ClCCl>[C:16]([C:2]1[CH:3]=[CH:4][CH:5]=[CH:6][CH:7]=1)(=[O:23])[C:17]1[CH:22]=[CH:21][CH:20]=[CH:19][CH:18]=1 |f:1.2.3.4|. Procedure details: 69.7 g (324.2 mmol) of 1-bromo-2-propoxybenzene was added dropwise to a dichloromethane (350 ml) solution containing 51.8 g (388.6 mmol) of aluminum chloride and 45.6 g (324.3 mmol) of benzoyl chloride which was cooled to 0° C. After addition, the resulting solution was stirred for 2 hours. After a reaction, the reaction solution was washed with water, the solvent was removed, and the obtained product was purified by column chromatography to obtain a benzophenone derivative represented by the fo... The reactants are [H-].[Na+] (sodium hydride), C(\C=C\C(=O)[O-])(=O)O (Hydrogen fumarate), CN(CCCl)C (1-dimethylamino-2-chloroethane), C1(CCCCCCCCCCC1)=NO (cyclododecanone oxime). The product is CN(C)CCON=C1CCCCCCCCCCC1 (1-(Dimethylamino-ethoxyimino)cyclododecane). As a reaction SMILES: [H-].[Na+].[C:3]1(=[N:15][OH:16])[CH2:14][CH2:13][CH2:12][CH2:11][CH2:10][CH2:9][CH2:8][CH2:7][CH2:6][CH2:5][CH2:4]1.[CH3:17][N:18]([CH3:22])[CH2:19][CH2:20]Cl.C(O)(=O)/C=C/C([O-])=O>>[CH3:17][N:18]([CH2:19][CH2:20][O:16][N:15]=[C:3]1[CH2:14][CH2:13][CH2:12][CH2:11][CH2:10][CH2:9][CH2:8][CH2:7][CH2:6][CH2:5][CH2:4]1)[CH3:22] |f:0.1|. Procedure details: Starting from 2.4 g. (0.1 moles) of sodium hydride, 19.73 g. (0.1 moles) of cyclododecanone oxime and 11.8 g. (0.11 moles) of 1-dimethylamino-2-chloroethane the title compound is prepared as in Example 1. Yield: 19.5 g. (72.65%). Hydrogen fumarate, m.p.: 108°-110° C. Starting materials: C(CCC)[Li] (n-butyllithium), COC(C(CC#CC)C)=O (2-methyl-4-hexynoic acid methyl ester), C(C)(=O)O (acetic acid), CP(OC)(OC)=O (dimethyl methylphosphonate). The solvent is CCCCCC (hexane), O1CCCC1 (tetrahydrofuran), O1CCCC1 (tetrahydrofuran). Reaction conditions: temperature -78 celsius, time 30 minute. Product: COP(OC)(=O)CC(C(CC#CC)C)=O (3-Methyl-2-oxo-hept-5-yne phosphonic acid dimethyl ester). The yield is 84.9%. As a reaction SMILES: [CH3:1][P:2](=[O:7])([O:5][CH3:6])[O:3][CH3:4].C([Li])CCC.C[O:14][C:15](=O)[CH:16]([CH3:21])[CH2:17][C:18]#[C:19][CH3:20].C(O)(=O)C>O1CCCC1.CCCCCC>[CH3:4][O:3][P:2]([CH2:1][C:15](=[O:14])[CH:16]([CH3:21])[CH2:17][C:18]#[C:19][CH3:20])(=[O:7])[O:5][CH3:6]. Reported procedure: A solution of dimethyl methylphosphonate (22.47 g, 181.24 mmol) in 260 ml of tetrahydrofuran is cooled to -78° C. and treated dropwise with n-butyllithium (113 ml, 181.24 mmol), 1.6M in hexane) over a 25-minute period. The mixture is stirred an additional 30 minutes at -78° C., then treated dropwise with 2-methyl-4-hexynoic acid methyl ester (7.25 g, 51.78 mmols) in 65 ml of tetrahydrofuran over a period of 10 minutes. The contents are stirred for another 3 hours at -78° C. and then 17 hours at ... The reactants are C1CCOC1, CC1(C)CCCC(C)(C)N1, Fc1cnccn1, O=C1CCOCC1. The product is OC1(c2nccnc2F)CCOCC1. As a reaction SMILES: [CH2:25]1[O:26][CH2:27][CH2:28][CH2:29]1.[CH3:1][C:2]1([CH3:3])[CH2:4][CH2:5][CH2:6][C:7]([CH3:8])([CH3:9])[NH:10]1.[F:11][c:12]1[n:13][cH:14][cH:15][n:16][cH:17]1.[O:18]1[CH2:19][CH2:20][C:21](=[O:24])[CH2:22][CH2:23]1>>[F:11][c:12]1[n:13][cH:14][cH:15][n:16][c:17]1[C:21]1([OH:24])[CH2:20][CH2:19][O:18][CH2:23][CH2:22]1. Reactants: C(CCCCCCCCCCCC(=O)[O-])(=O)[O-].[K+].[K+] (potassium brassylate), C(CCCCCCCCCCCCCCCCC)(=O)[O-].[Al+3].C(CCCCCCCCCCCCCCCCC)(=O)[O-].C(CCCCCCCCCCCCCCCCC)(=O)[O-] (aluminum stearate), poly(ethylene brassylate). The product is C1(CCCCCCCCCCCC(=O)OCCO1)=O (ethylene brassylate). Yield: 81.6%. As a reaction SMILES: [C:1]([O-:17])(=[O:16])[CH2:2][CH2:3][CH2:4][CH2:5][CH2:6][CH2:7][CH2:8][CH2:9][CH2:10][CH2:11][CH2:12][C:13]([O-:15])=[O:14].[K+].[K+].[C:20]([O-])(=O)[CH2:21]CCCCCCCCCCCCCCCC.[Al+3].C([O-])(=O)CCCCCCCCCCCCCCCCC.C([O-])(=O)CCCCCCCCCCCCCCCCC>>[C:1]1(=[O:17])[O:16][CH2:21][CH2:20][O:15][C:13](=[O:14])[CH2:12][CH2:11][CH2:10][CH2:9][CH2:8][CH2:7][CH2:6][CH2:5][CH2:4][CH2:3][CH2:2]1 |f:0.1.2,3.4.5.6|. Procedure: A mixed metal catalyst comprised of potassium brassylate and aluminum stearate (1:1 molar ratio of K:Al) was employed for the depolymerization of poly(ethylene brassylate) at a 1.8 weight percent level. An 81.6 percent yield of ethylene brassylate was obtained. Comparable yields are obtained when this mixed metal catalyst is used for the depolymerization of poly(ethylene sebacate) and poly(3-oxa-pentamethylene azelate).